Dataset: the Open Reaction Database (ORD), a public repository of structured organic reaction records. Task: describe an organic reaction: reactants, conditions, products, and yield Reactants: C(=O)([O-])[O-].[Cs+].[Cs+] (Cs2CO3), ClC1=CC(=NC(=N1)OC)NCCC1=C(C=C(C=C1)Cl)Cl ((6-chloro-2-methoxy-pyrimidin-4-yl)-[2-(2,4-dichloro-phenyl)-ethyl]-amine), 3-(4-tetrahydro-pyran-4-carboxylic acid) phenylboronic acid, COCCOC (1,2-dimethoxyethane). Reagents/catalysts: C=1C=CC(=CC1)[P](C=2C=CC=CC2)(C=3C=CC=CC3)[Pd]([P](C=4C=CC=CC4)(C=5C=CC=CC5)C=6C=CC=CC6)([P](C=7C=CC=CC7)(C=8C=CC=CC8)C=9C=CC=CC9)[P](C=1C=CC=CC1)(C=1C=CC=CC1)C=1C=CC=CC1 (tetrakis(triphenylphosphine)palladium). Run in O (water). Conditions: temperature 90 celsius, time 2 hour. The product is ClC1=C(C=CC(=C1)Cl)CCNC1=CC(=NC(=N1)OC)C=1C=C(C=CC1)C1(CCOCC1)C(=O)O (4-(3-{6-[2-(2,4-dichloro-phenyl)-ethylamino]-2-methoxy-pyrimidin-4-yl}-phenyl)-tetrahydro-pyran-4-carboxylic acid). As a reaction SMILES: [C:1]([O-:4])([O-])=[O:2].[Cs+].[Cs+].Cl[C:8]1[N:13]=[C:12]([O:14][CH3:15])[N:11]=[C:10]([NH:16][CH2:17][CH2:18][C:19]2[CH:24]=[CH:23][C:22]([Cl:25])=[CH:21][C:20]=2[Cl:26])[CH:9]=1.CO[CH2:29][CH2:30][O:31][CH3:32]>O.C1C=CC([P]([Pd]([P](C2C=CC=CC=2)(C2C=CC=CC=2)C2C=CC=CC=2)([P](C2C=CC=CC=2)(C2C=CC=CC=2)C2C=CC=CC=2)[P](C2C=CC=CC=2)(C2C=CC=CC=2)C2C=CC=CC=2)(C2C=CC=CC=2)C2C=CC=CC=2)=CC=1>[Cl:26][C:20]1[CH:21]=[C:22]([Cl:25])[CH:23]=[CH:24][C:19]=1[CH2:18][CH2:17][NH:16][C:10]1[N:11]=[C:12]([O:14][CH3:15])[N:13]=[C:8]([C:21]2[CH:20]=[C:19]([C:18]3([C:1]([OH:4])=[O:2])[CH2:17][CH2:32][O:31][CH2:30][CH2:29]3)[CH:24]=[CH:23][CH:22]=2)[CH:9]=1 |f:0.1.2,^1:37,39,58,77|. Procedure details: Cs2CO3 solution (1.5 g, 4.6 mmol in 15 mL of water) is added to a stirred solution of (6-chloro-2-methoxy-pyrimidin-4-yl)-[2-(2,4-dichloro-phenyl)-ethyl]-amine (0.61 g, 1.84 mmol) and 3-(4-tetrahydro-pyran-4-carboxylic acid)-phenylboronic acid (0.6 g, 2.4 mmol) in 1,2-dimethoxyethane (45 mL). The mixture is degassed over nitrogen for 10 minutes, tetrakis(triphenylphosphine)palladium (0) (64 mg, 0.03 mmol) is added and the reaction mixture is refluxed at 90° C. overnight. The reaction is cooled t... The reactants are C12(CC3CC(CC(C1)C3)C2)COC2=CC(=C(C(=O)NS(=O)(=O)CCOC)C=C2C2CC2)F (4-(adamantan-1-ylmethoxy)-5-cyclopropyl-2-fluoro-N-((2-methoxyethyl)-sulfonyl)benzamide), C1(CCCCC1)COC1=CC(=C(C(=O)NS(=O)(=O)CCOC)C=C1C1CC1)F (4-(cyclohexylmethoxy)-5-cyclopropyl-2-fluoro-N-((2-methoxyethyl)-sulfonyl)benzamide). Product: C1(CCCCC1)COC1=CC(=C(C(=O)NS(=O)(=O)CCO)C=C1C1CC1)F (4-(cyclohexylmethoxy)-5-cyclopropyl-2-fluoro-N-((2-hydroxyethyl)-sulfonyl)benzamide), solid. Yield: 14.0%. As a reaction SMILES: [C:1]12([CH2:11][O:12][C:13]3[C:28]([CH:29]4[CH2:31][CH2:30]4)=[CH:27][C:16]([C:17]([NH:19][S:20]([CH2:23][CH2:24][O:25]C)(=[O:22])=[O:21])=[O:18])=[C:15]([F:32])[CH:14]=3)CC3C[CH:7]([CH2:9][CH:3](C3)[CH2:2]1)[CH2:8]2.C1(COC2C(C3CC3)=CC(C(NS(CCOC)(=O)=O)=O)=C(F)C=2)CCCCC1>>[CH:1]1([CH2:11][O:12][C:13]2[C:28]([CH:29]3[CH2:30][CH2:31]3)=[CH:27][C:16]([C:17]([NH:19][S:20]([CH2:23][CH2:24][OH:25])(=[O:21])=[O:22])=[O:18])=[C:15]([F:32])[CH:14]=2)[CH2:2][CH2:3][CH2:9][CH2:7][CH2:8]1. Reported procedure: Following the procedure as described in Example 121 and making variations as required to replace 4-(adamantan-1-ylmethoxy)-5-cyclopropyl-2-fluoro-N-((2-methoxyethyl)-sulfonyl)benzamide with 4-(cyclohexylmethoxy)-5-cyclopropyl-2-fluoro-N-((2-methoxyethyl)-sulfonyl)benzamide, the title compound was obtained as colorless solid (0.03 g, 14%): 1H NMR (300 MHz, CDCl3) δ8.77-8.65 (m, 1H), 7.60-7.49 (m, 1H), 6.63-6.51 (m, 1H), 4.19-4.09 (m, 2H), 3.86-3.74 (m, 4H), 2.59-2.49 (m, 1H), 2.10-1.98 (m, 1H), 1...